Dataset: the Open Reaction Database (ORD), a public repository of structured organic reaction records. Task: describe an organic reaction: reactants, conditions, products, and yield Reactants: O=C1CCC(=O)N1Br, CN(C)c1ccc(C#N)cc1, ClCCl. Product: CN(C)c1ccc(C#N)cc1Br. As a reaction SMILES: [Br:12][N:13]1[C:14](=[O:15])[CH2:16][CH2:17][C:18]1=[O:19].[CH3:1][N:2]([c:3]1[cH:4][cH:5][c:6]([C:7]#[N:8])[cH:9][cH:10]1)[CH3:11].[Cl:20][CH2:21][Cl:22]>>[CH3:1][N:2]([c:3]1[c:4]([Br:12])[cH:5][c:6]([C:7]#[N:8])[cH:9][cH:10]1)[CH3:11]. Reactants: COC(=O)C1CCOc2cc(F)c(C#N)cc21, CN1CCCC1=O, [K+], [K+], O=C([O-])[O-], CC(C)(C)OC(=O)c1ccc(O)cc1. Yields the product COC(=O)C1CCOc2cc(Oc3ccc(C(=O)OC(C)(C)C)cc3)c(C#N)cc21. Reaction SMILES: [C:1](#[N:2])[c:3]1[cH:4][c:5]2[c:10]([cH:11][c:12]1[F:13])[O:9][CH2:8][CH2:7][CH:6]2[C:14](=[O:15])[O:16][CH3:17].[CH3:38][N:39]1[CH2:40][CH2:41][CH2:42][C:43]1=[O:44].[K+:32].[K+:33].[O-:34][C:35]([O-:36])=[O:37].[OH:18][c:19]1[cH:20][cH:21][c:22]([C:23](=[O:24])[O:25][C:26]([CH3:27])([CH3:28])[CH3:29])[cH:30][cH:31]1>>[C:1](#[N:2])[c:3]1[cH:4][c:5]2[c:10]([cH:11][c:12]1[O:18][c:19]1[cH:20][cH:21][c:22]([C:23](=[O:24])[O:25][C:26]([CH3:27])([CH3:28])[CH3:29])[cH:30][cH:31]1)[O:9][CH2:8][CH2:7][CH:6]2[C:14](=[O:15])[O:16][CH3:17]. The reactants are COC1=CC=C(C2=C1N=C(S2)N)N2CCOCC2 (4-methoxy-7-morpholin-4-yl-benzothiazol-2-ylamine), C(C)N(C(C)C)C(C)C (N-ethyldiisopropylamine), ClC=1C=C(C(=O)Cl)C=CN1 (2-chloro-isonicotinoyl chloride). Solvent: C1CCOC1 (THF), ClCCl (dichloromethane). Conditions: time 16 hour. Product: ClC=1C=C(C(=O)NC=2SC3=C(N2)C(=CC=C3N3CCOCC3)OC)C=CN1 (2-chloro-N-(4-methoxy-7-morpholin-4-yl-benzothiazol-2-yl)-isonicotinamide). The yield is 59.3%. As a reaction SMILES: [CH3:1][O:2][C:3]1[C:8]2[N:9]=[C:10]([NH2:12])[S:11][C:7]=2[C:6]([N:13]2[CH2:18][CH2:17][O:16][CH2:15][CH2:14]2)=[CH:5][CH:4]=1.C(N(C(C)C)C(C)C)C.[Cl:28][C:29]1[CH:30]=[C:31]([CH:35]=[CH:36][N:37]=1)[C:32](Cl)=[O:33]>C1COCC1.ClCCl>[Cl:28][C:29]1[CH:30]=[C:31]([CH:35]=[CH:36][N:37]=1)[C:32]([NH:12][C:10]1[S:11][C:7]2[C:6]([N:13]3[CH2:18][CH2:17][O:16][CH2:15][CH2:14]3)=[CH:5][CH:4]=[C:3]([O:2][CH3:1])[C:8]=2[N:9]=1)=[O:33]. Procedure: To a stirred solution of 10.8 g (40.8 mmol) 4-methoxy-7-morpholin-4-yl-benzothiazol-2-ylamine and 17.3 ml (102 mmol) N-ethyldiisopropylamine in 500 ml THF at 5° C. was added dropwise over 90 minutes a solution of 7.90 g (44.9 mmol) 2-chloro-isonicotinoyl chloride in 250 ml dichloromethane and stirring continued at room temperature for 16 h. The reaction mixture was then quenched by addition of 30 ml methanol and concentrated in vacuo. The residue was then resuspended in ethyl acetate and washed ... Reaction SMILES: [Br-:18].[C:1](#[N:2])[c:3]1[c:4](-[c:9]2[cH:10][c:11]3[cH:12][cH:13][nH:14][c:15]3[cH:16][cH:17]2)[cH:5][cH:6][cH:7][cH:8]1.[CH2:19]([CH3:20])[Mg+:21].[CH2:22]([I:23])[CH3:24].[CH2:25]1[O:26][CH2:27][CH2:28][CH2:29]1>>[C:1](#[N:2])[c:3]1[c:4](-[c:9]2[cH:10][c:11]3[c:12]([CH2:19][CH3:20])[cH:13][nH:14][c:15]3[cH:16][cH:17]2)[cH:5][cH:6][cH:7][cH:8]1. Starting materials: [Br-], N#Cc1ccccc1-c1ccc2[nH]ccc2c1, CC[Mg+], CCI, C1CCOC1. Product: CCc1c[nH]c2ccc(-c3ccccc3C#N)cc12. The reactants are ClC1=C(C=CC=C1)C1=NCC(NC2=C1C=C(C=C2)[N+](=O)[O-])=O (5-(2-chlorophenyl)-1,3-dihydro-7-nitro-2H-1,4-benzodiazepin-2-one), [H-].[Na+] (sodium hydride), [H-] (hydride), [H][H] (hydrogen), O1CCN(CC1)P(=O)(N1CCOCC1)Cl (Dimorpholinophosphinic chloride). The solvent is O1CCCC1 (tetrahydrofuran). Run at time 3 hour. Yields the product ClC1=C(C=CC=C1)C1=NCC(=NC2=C1C=C(C=C2)[N+](=O)[O-])OP(=O)(N2CCOCC2)N2CCOCC2 (5-(2-Chlorophenyl)-2-[bis(morpholino)phosphinyloxy]-7-nitro-3H-1,4-benzodiazepine). Reaction SMILES: [Cl:1][C:2]1[CH:7]=[CH:6][CH:5]=[CH:4][C:3]=1[C:8]1[C:14]2[CH:15]=[C:16]([N+:19]([O-:21])=[O:20])[CH:17]=[CH:18][C:13]=2[NH:12][C:11](=[O:22])[CH2:10][N:9]=1.[H-].[Na+].[H-].[H][H].[O:28]1[CH2:33][CH2:32][N:31]([P:34](Cl)([N:36]2[CH2:41][CH2:40][O:39][CH2:38][CH2:37]2)=[O:35])[CH2:30][CH2:29]1>O1CCCC1>[Cl:1][C:2]1[CH:7]=[CH:6][CH:5]=[CH:4][C:3]=1[C:8]1[C:14]2[CH:15]=[C:16]([N+:19]([O-:21])=[O:20])[CH:17]=[CH:18][C:13]=2[N:12]=[C:11]([O:22][P:34]([N:36]2[CH2:37][CH2:38][O:39][CH2:40][CH2:41]2)([N:31]2[CH2:32][CH2:33][O:28][CH2:29][CH2:30]2)=[O:35])[CH2:10][N:9]=1 |f:1.2|. Procedure details: To a stirred solution of 4.74 g (15 mmoles) of 5-(2-chlorophenyl)-1,3-dihydro-7-nitro-2H-1,4-benzodiazepin-2-one in 80 ml of dry tetrahydrofuran at room temperature was added 875 mg of a 50% dispersion of sodium hydride in oil (18 mmoles of hydride). The mixtute was stirred at room temperature for 1 hr until hydrogen evolution stopped. Dimorpholinophosphinic chloride (7.5 g, 30 mmoles) was added and the resulting mixture was stirred at room temperature for 3 hrs. Solids (mixture of product and s... Reactants: C(C(=O)Cl)(=O)Cl (Oxalyl chloride), Cl.C1(=CC=CC=C1)C1=NOC(=C1)CN1CCC(CC1)CC(=O)O ({1-[(3-phenyl-5-isoxazolyl)methyl]-4-piperidinyl}acetic Acid Hydrochloride). The solvent is ClCCl (dichloromethane). Run at time 30 minute. The product is Cl.C1(=CC=CC=C1)C1=NOC(=C1)CN1CCC(CC1)CC(=O)Cl ({1-[(3-phenyl-5-isoxazolyl)methyl]-4-piperidinyl}acetyl Chloride Hydrochloride). As a reaction SMILES: C(Cl)(=O)C([Cl:4])=O.[ClH:7].[C:8]1([C:14]2[CH:18]=[C:17]([CH2:19][N:20]3[CH2:25][CH2:24][CH:23]([CH2:26][C:27](O)=[O:28])[CH2:22][CH2:21]3)[O:16][N:15]=2)[CH:13]=[CH:12][CH:11]=[CH:10][CH:9]=1>ClCCl>[ClH:4].[C:8]1([C:14]2[CH:18]=[C:17]([CH2:19][N:20]3[CH2:21][CH2:22][CH:23]([CH2:26][C:27]([Cl:7])=[O:28])[CH2:24][CH2:25]3)[O:16][N:15]=2)[CH:9]=[CH:10][CH:11]=[CH:12][CH:13]=1 |f:1.2,4.5|. Procedure details: Oxalyl chloride (0.24 mL) was added dropwise to a 0° C. solution of the compound prepared in Example 58 (615 mg) in dichloromethane (8 mL). The reaction was stirred at room temperature for 30 minutes and then concentrated to obtain the title compound (600 mg) having the following physical data. 1H NMR (DMSO-d6): δ 7.92-7.81 (m, 2H), 7.62-7.48 (m, 3H), 7.38 (s, 1H), 4.59 (s, 2H), 3.50-3.36 (m, 2H), 3.12-2.97 (m, 2H), 2.22-2.09 (m, 2H), 1.99-1.79 (m, 3H), 1.67-1.50 (m, 2H). The reactants are FC(OC1=CC=C(C=C1)CN)(F)F ((4-(trifluoromethoxy)phenyl)methanamine), FC1=C(C=O)C(=CC=C1)OC (2-fluoro-6-methoxybenzaldehyde), [Na].C(CC(=O)C(=O)OCC)(=O)OCC (diethyl oxalacetate sodium salt). The product is FC1=C(C(=CC=C1)OC)C1CC(C(N1CC1=CC=C(C=C1)OC(F)(F)F)=O)O (rac-(3S*,5S*)-5-(2-fluoro-6-methoxyphenyl)-3-hydroxy-1-(4-(trifluoromethoxy)benzyl)pyrrolidin-2-one). RXN SMILES: [F:1][C:2]([F:13])([F:12])[O:3][C:4]1[CH:9]=[CH:8][C:7]([CH2:10][NH2:11])=[CH:6][CH:5]=1.[F:14][C:15]1[CH:22]=[CH:21][CH:20]=[C:19]([O:23][CH3:24])[C:16]=1[CH:17]=O.[Na].C(OCC)(=O)[CH2:27][C:28]([C:30](OCC)=[O:31])=[O:29]>>[F:14][C:15]1[CH:22]=[CH:21][CH:20]=[C:19]([O:23][CH3:24])[C:16]=1[CH:17]1[N:11]([CH2:10][C:7]2[CH:6]=[CH:5][C:4]([O:3][C:2]([F:12])([F:13])[F:1])=[CH:9][CH:8]=2)[C:30](=[O:31])[CH:28]([OH:29])[CH2:27]1 |f:2.3,^1:24|. Reported procedure: Prepared according to general procedure 10A (GP10A) and general procedure 10B (GP10B) using commercially available (4-(trifluoromethoxy)phenyl)methanamine, commercially available 2-fluoro-6-methoxybenzaldehyde, and commercially available diethyl oxalacetate sodium salt. LC-MS (conditions A): tR=0.80 min.; [M+H]+: 400.22 g/mol. Reactants: FC(C1=CC=C2CCNC(C2=C1)=O)(F)F (7-trifluoromethyl-3,4-dihydro-2H-isoquinolin-1-one), IC=1C=NC=CC1C (3-iodo-4-methyl-pyridine), trans-N,N′-dimethyl-cyclohexyl-1,2-diamine, P(=O)([O-])([O-])[O-].[K+].[K+].[K+] (potassium phosphate). Reagents/catalysts: [Cu](I)I (copper iodide). Solvent: O1CCOCC1 (1,4-dioxane). Yields the product CC1=C(C=NC=C1)N1C(C2=CC(=CC=C2CC1)C(F)(F)F)=O (2-(4-Methyl-pyridin-3-yl)-7-trifluoromethyl-3,4-dihydro-2H-isoquinolin-1-one). The yield is 11.7%. RXN SMILES: [F:1][C:2]([F:15])([F:14])[C:3]1[CH:12]=[C:11]2[C:6]([CH2:7][CH2:8][NH:9][C:10]2=[O:13])=[CH:5][CH:4]=1.I[C:17]1[CH:18]=[N:19][CH:20]=[CH:21][C:22]=1[CH3:23].P([O-])([O-])([O-])=O.[K+].[K+].[K+]>[Cu](I)I.O1CCOCC1>[CH3:23][C:22]1[CH:21]=[CH:20][N:19]=[CH:18][C:17]=1[N:9]1[CH2:8][CH2:7][C:6]2[C:11](=[CH:12][C:3]([C:2]([F:1])([F:14])[F:15])=[CH:4][CH:5]=2)[C:10]1=[O:13] |f:2.3.4.5|. Procedure: Using analogous reaction conditions as described in Example 1, 7-trifluoromethyl-3,4-dihydro-2H-isoquinolin-1-one (I-4-d: 120 mg, 0.558 mmol) was reacted with 3-iodo-4-methyl-pyridine (134 mg, 0.613 mmol), 1,4-dioxane (5 mL), copper iodide (10.6 mg, 0.0558 mmol), trans-N,N′-dimethyl-cyclohexyl-1,2-diamine (23.7 mg, 0.167 mmol) and potassium phosphate (354 mg, 1.674 mmol) to afford the crude product. Purification by column chromatography on silica gel (2% methanol in CHCl3), followed by preparati... Reactants: C(C)(=O)OCC (ethyl acetate), C([O-])(O)=O.[Na+] (sodium bicarbonate), NC1[C@@H]2N(C(=C(CS2)CSC2=NN=NN2CCCCCC)C(=O)O)C1=O (7-amino-3-[(1-hexyl-1H-tetrazol-5-yl)thiomethyl]-3-cephem-4-carboxylic acid), C[Si](C)(C)CC(=O)N (trimethylsilyl acetamide). The solvent is O (water), C(Cl)Cl (methylene chloride). Conditions: temperature -15 celsius, time 30 minute. Product: S1CC=C(N2[C@H]1CC2=O)C(=O)O (3-cephem-4-carboxylic acid). Reaction SMILES: N[CH:2]1[C:25](=[O:26])[N:4]2[C:5]([C:22]([OH:24])=[O:23])=[C:6](CSC3N(CCCCCC)N=NN=3)[CH2:7][S:8][C@H:3]12.C[Si](CC(N)=O)(C)C.C(OCC)(=O)C.C(=O)(O)[O-].[Na+]>C(Cl)Cl.O>[S:8]1[C@@H:3]2[CH2:2][C:25](=[O:26])[N:4]2[C:5]([C:22]([OH:24])=[O:23])=[CH:6][CH2:7]1 |f:3.4|. Reported procedure: On the other hand, a mixture of 7-amino-3-[(1-hexyl-1H-tetrazol-5-yl)thiomethyl]-3-cephem-4-carboxylic acid (5.89 g) and trimethylsilyl acetamide (16 g) in methylene chloride (150 ml) was warmed to make a clear solution. The solution was cooled to -15° C. and added all at once to the activated acid solution prepared above. The reaction mixture was stirred for 30 minutes at -15° to 0° C. and for additional 30 minutes at ambient temperature. The solvent was removed by distillation from the reactio...